Task: describe an organic reaction: reactants, conditions, products, and yield. Dataset: the Open Reaction Database (ORD), a public repository of structured organic reaction records Reactants: OCCNC1=C(C(=CC(=C1)Cl)NCCO)[N+](=O)[O-] (2-(β-hydroxyethyl)amino-6-(β-hydroxyethyl)amino-4-chloronitrobenzene), C[O-].[Na+] (sodium methylate). Solvent: CO (methanol). The product is OCCNC1=C(C(=CC(=C1)OC)NCCO)[N+](=O)[O-] (2-(βhydroxyethyl)amino-6-(β-hydroxyethyl)amino-4-methoxynitrobenzene). RXN SMILES: [OH:1][CH2:2][CH2:3][NH:4][C:5]1[CH:10]=[C:9](Cl)[CH:8]=[C:7]([NH:12][CH2:13][CH2:14][OH:15])[C:6]=1[N+:16]([O-:18])=[O:17].[CH3:19][O-:20].[Na+]>CO>[OH:1][CH2:2][CH2:3][NH:4][C:5]1[CH:10]=[C:9]([O:20][CH3:19])[CH:8]=[C:7]([NH:12][CH2:13][CH2:14][OH:15])[C:6]=1[N+:16]([O-:18])=[O:17] |f:1.2|. Procedure: 0.09 mole (25 g) of 2-(β-hydroxyethyl)amino-6-(β-hydroxyethyl)amino-4-chloronitrobenzene in 100 ml of a 25% sodium methylate solution in methanol was heated over a boiling water bath. After heating for 1 hour 30 minutes the desired product was precipitated out of the reaction medium by adding 250 g of ice water. After filtering and hot drying under vacuum in the presence of P2O5, the desired product was recrystallized from 96° ethanol. It melted at 150° C. The solvent is O (water), C(C)O (ethanol), [OH-].[Na+] (NaOH). The product is C(=O)(O)CN1N=C(N=N1)C1=CC(=CC=C1)OC(=O)C1=NC2=CC=CC=C2C=C1 (2-Carboxymethyl-5-[3-(2-quinolylmethoyloxy)phenyl]tetrazole). Procedure: A mixture of 1.3 g of 2-carbethoxymethyl-5-[3-(2-quinolylmethyloxy)phenyl]tetrazole in 5 ml ethanol and 40 ml of 1N NaOH was stirred at 70° C. for 4 hours. It was cooled, diluted with water, acidified with acetic acid, filtered, washed with water, and then ethyl acetate to give 1.0 g product. Reaction SMILES: [C:1]([CH2:6][N:7]1[N:11]=[N:10][C:9]([C:12]2[CH:17]=[CH:16][CH:15]=[C:14]([O:18][CH2:19][C:20]3[CH:29]=[CH:28][C:27]4[C:22](=[CH:23][CH:24]=[CH:25][CH:26]=4)[N:21]=3)[CH:13]=2)=[N:8]1)([O:3]CC)=[O:2].C(O)(=[O:32])C>C(O)C.[OH-].[Na+].O>[C:1]([CH2:6][N:7]1[N:11]=[N:10][C:9]([C:12]2[CH:17]=[CH:16][CH:15]=[C:14]([O:18][C:19]([C:20]3[CH:29]=[CH:28][C:27]4[C:22](=[CH:23][CH:24]=[CH:25][CH:26]=4)[N:21]=3)=[O:32])[CH:13]=2)=[N:8]1)([OH:3])=[O:2] |f:3.4|. Conditions: temperature 70 celsius, time 4 hour. The reactants are C(=O)(OCC)CN1N=C(N=N1)C1=CC(=CC=C1)OCC1=NC2=CC=CC=C2C=C1 (2-carbethoxymethyl-5-[3-(2-quinolylmethyloxy)phenyl]tetrazole), C(C)(=O)O (acetic acid). Reactants: NC1=C(C=NN1C1=CC=C(C=C1)F)C(=O)NCC1(OC1)C(F)(F)F (5-amino-1-(4-fluorophenyl)-N-{[2-(trifluoromethyl)-2-oxiranyl]methyl}-1H-pyrazole-4-carboxamide), CN (methylamine). Solvent: O1CCCC1 (tetrahydrofuran). Conditions: temperature 21 celsius, time 15 hour. Yields the product NC1=C(C=NN1C1=CC=C(C=C1)F)C(=O)NCC(C(F)(F)F)(CNC)O (5-Amino-1-(4-fluorophenyl)-N-{3,3,3-trifluoro-2-hydroxy-2-[(methylamino)methyl]propyl}-1H-pyrazole-4-carboxamide). Isolated yield 56.8%. As a reaction SMILES: [NH2:1][C:2]1[N:6]([C:7]2[CH:12]=[CH:11][C:10]([F:13])=[CH:9][CH:8]=2)[N:5]=[CH:4][C:3]=1[C:14]([NH:16][CH2:17][C:18]1([C:21]([F:24])([F:23])[F:22])[CH2:20][O:19]1)=[O:15].[CH3:25][NH2:26]>O1CCCC1>[NH2:1][C:2]1[N:6]([C:7]2[CH:12]=[CH:11][C:10]([F:13])=[CH:9][CH:8]=2)[N:5]=[CH:4][C:3]=1[C:14]([NH:16][CH2:17][C:18]([OH:19])([CH2:20][NH:26][CH3:25])[C:21]([F:24])([F:22])[F:23])=[O:15]. Reported procedure: To a solution of 5-amino-1-(4-fluorophenyl)-N-{[2-(trifluoromethyl)-2-oxiranyl]methyl}-1H-pyrazole-4-carboxamide (750 mg, 2.18 mmol) in anhydrous tetrahydrofuran (10 ml) was added methylamine (2M in tetrahydrofuran, 4 ml, 8 mmol) and stirred at 21° C. for 15 hours. It was evaporated to give a foam which was triturated with diethyl ether (ca. 5 ml). The resulting solid was filtered off and washed with a little diethyl ether and then petroleum ether)(40-60° to give the title compound (465 mg). Starting materials: ice, C(=O)(OC(C)(C)C)N[C@@H]([C@@H](C)CC)CO (Boc-isoleucinol), CCN(C(C)C)C(C)C (DIEA). Solvent: CS(=O)C (DMSO), C(Cl)Cl (DCM), CS(=O)C (DMSO). Reaction conditions: time 2 hour. The product is C(C)(C)(C)OC(N[C@@H]([C@H](CC)C)C=O)=O (((1S,2S)-1-Formyl-2-methyl-butyl)-carbamic acid tert-butyl ester). The yield is 103.0%. RXN SMILES: [C:1]([NH:8][C@H:9]([CH2:14][OH:15])[C@H:10]([CH2:12][CH3:13])[CH3:11])([O:3][C:4]([CH3:7])([CH3:6])[CH3:5])=[O:2].CCN(C(C)C)C(C)C>CS(C)=O.C(Cl)Cl>[C:4]([O:3][C:1](=[O:2])[NH:8][C@H:9]([CH:14]=[O:15])[C@@H:10]([CH3:11])[CH2:12][CH3:13])([CH3:5])([CH3:7])[CH3:6]. Reported procedure: To an ice cold solution of Boc-isoleucinol (3.89 g, 17.9 mmol) in DMSO (15 mL) and DCM (200 mL) was added DIEA (9.7 mL, 55.5 mmol), followed by dropwise addition of a solution of Py.SO3 (8.83 g, 55.5 mmol) in DMSO (50 mL, +10 mL to rinse the funnel). The reaction mixture was stirred at rt for 2 h. After removal of the DCM, the residue was diluted with Et2O (400 mL) and washed with H2O (2×100 mL) and brine (150 mL). The aqueous layer was back extracted with Et2O (100 mL). The combined Et2O layer ... Reactants: COC(=O)C1CC(O)C(N=[N+]=[N-])C1, [H-], [Na+], CN(C)C=O. The product is COC(=O)C1CC(N=[N+]=[N-])C(OC)C1. As a reaction SMILES: [CH3:1][O:2][C:3](=[O:4])[CH:5]1[CH2:6][CH:7]([N:11]=[N+:12]=[N-:13])[CH:8]([OH:10])[CH2:9]1.[H-:15].[Na+:14].[O:16]=[CH:17][N:18]([CH3:19])[CH3:20]>>[CH3:1][O:2][C:3](=[O:4])[CH:5]1[CH2:6][CH:7]([N:11]=[N+:12]=[N-:13])[CH:8]([O:10][CH3:17])[CH2:9]1. Starting materials: CC(C)CC(N=C=O)C(=O)OCc1ccccc1, CCOC(C)=O, C1CCCNCC1. The product is CC(C)CC(NC(=O)N1CCCCCC1)C(=O)OCc1ccccc1. Reaction SMILES: [CH2:1]([c:2]1[cH:3][cH:4][cH:5][cH:6][cH:7]1)[O:8][C:9](=[O:10])[CH:11]([CH2:12][CH:13]([CH3:14])[CH3:15])[N:16]=[C:17]=[O:18].[CH3:26][CH2:27][O:28][C:29](=[O:30])[CH3:31].[NH:19]1[CH2:20][CH2:21][CH2:22][CH2:23][CH2:24][CH2:25]1>>[CH2:1]([c:2]1[cH:3][cH:4][cH:5][cH:6][cH:7]1)[O:8][C:9](=[O:10])[CH:11]([CH2:12][CH:13]([CH3:14])[CH3:15])[NH:16][C:17](=[O:18])[N:19]1[CH2:20][CH2:21][CH2:22][CH2:23][CH2:24][CH2:25]1. Reactants: C1CO1, CCO, COc1ccc(C2=C(CC(C)NC(C)C)C(=O)NCCC2)cc1. Yields the product COc1ccc(C2=C(CC(C)N(CCO)C(C)C)C(=O)NCCC2)cc1. Reaction SMILES: [CH2:24]1[CH2:25][O:26]1.[CH3:27][CH2:28][OH:29].[CH:1]([CH3:2])([CH3:3])[NH:4][CH:5]([CH2:6][C:7]1=[C:13]([c:14]2[cH:15][cH:16][c:17]([O:20][CH3:21])[cH:18][cH:19]2)[CH2:12][CH2:11][CH2:10][NH:9][C:8]1=[O:22])[CH3:23]>>[CH:1]([CH3:2])([CH3:3])[N:4]([CH:5]([CH2:6][C:7]1=[C:13]([c:14]2[cH:15][cH:16][c:17]([O:20][CH3:21])[cH:18][cH:19]2)[CH2:12][CH2:11][CH2:10][NH:9][C:8]1=[O:22])[CH3:23])[CH2:24][CH2:25][OH:26]. The reactants are C(C)OC(=O)N1C(CC(=CC1)C)C(C)(C)C1=CC=C(C=C1)Cl (1-ethoxycarbonyl-1,2,3,6-tetrahydro-2-[1-(4-chlorophenyl)-1-methylethyl]-4-methylpyridine), [OH-].[Na+] (sodium hydroxide), C(COCCO)O (diethylene glycol). The solvent is O (water). Yields the product ClC1=CC=C(C=C1)C(C)(C)C1NCC=C(C1)C (2-[1-(4-chlorophenyl)-1-methylethyl]-1,2,3,6-tetrahydro-4-methylpyridine). As a reaction SMILES: C(OC([N:6]1[CH2:11][CH:10]=[C:9]([CH3:12])[CH2:8][CH:7]1[C:13]([C:16]1[CH:21]=[CH:20][C:19]([Cl:22])=[CH:18][CH:17]=1)([CH3:15])[CH3:14])=O)C.[OH-].[Na+].C(O)COCCO>O>[Cl:22][C:19]1[CH:18]=[CH:17][C:16]([C:13]([CH:7]2[CH2:8][C:9]([CH3:12])=[CH:10][CH2:11][NH:6]2)([CH3:15])[CH3:14])=[CH:21][CH:20]=1 |f:1.2|. Procedure: A mixture of 1-ethoxycarbonyl-1,2,3,6-tetrahydro-2-[1-(4-chlorophenyl)-1-methylethyl]-4-methylpyridine (14.5 g), sodium hydroxide (15 g) and diethylene glycol (150 ml) was refluxed for 5 hours. After cooling, water was added to the reaction mixture and the resulting mixture was extracted with benzene. The extract was washed with water and dried over potassium carbonate. After removal of benzene, the residue was distilled under reduced pressure to obtain 10.7 g of a colorless viscous mass of 2-[1...